This data is from the Open Reaction Database (ORD), a public repository of structured organic reaction records. The task is: describe an organic reaction: reactants, conditions, products, and yield The reactants are CCO, COc1nnc(-c2ccncc2)cc1-c1cc2cc(C(C)C)ccc2[nH]1, [Na+], [OH-]. The product is CC(C)c1ccc2[nH]c(-c3cc(-c4ccncc4)n[nH]c3=O)cc2c1. As a reaction SMILES: [CH3:29][CH2:30][OH:31].[CH:1]([CH3:2])([CH3:3])[c:4]1[cH:5][c:6]2[cH:7][c:8](-[c:13]3[c:14]([O:25][CH3:26])[n:15][n:16][c:17](-[c:19]4[cH:20][cH:21][n:22][cH:23][cH:24]4)[cH:18]3)[nH:9][c:10]2[cH:11][cH:12]1.[Na+:28].[OH-:27]>>[CH:1]([CH3:2])([CH3:3])[c:4]1[cH:5][c:6]2[cH:7][c:8](-[c:13]3[c:14](=[O:25])[nH:15][n:16][c:17](-[c:19]4[cH:20][cH:21][n:22][cH:23][cH:24]4)[cH:18]3)[nH:9][c:10]2[cH:11][cH:12]1. The reactants are C(C)OC(=O)C=1N=CC=2NC3=CC=CC=C3C2C1C (4-methyl-β-carbolin-3-carboxylic acid ethyl ester), C(Cl)(Cl)Cl (chloroform). The solvent is ClCl (chlorine). Conditions: time 3 hour. Product: C(C)OC(=O)C=1N=CC=2NC3=CC=C(C=C3C2C1C)Cl (6-chloro-4-methyl-β-carbolin-3-carboxylic acid ethyl ester). RXN SMILES: [CH2:1]([O:3][C:4]([C:6]1[N:7]=[CH:8][C:9]2[NH:10][C:11]3[C:16]([C:17]=2[C:18]=1[CH3:19])=[CH:15][CH:14]=[CH:13][CH:12]=3)=[O:5])[CH3:2].C(Cl)(Cl)[Cl:21]>ClCl>[CH2:1]([O:3][C:4]([C:6]1[N:7]=[CH:8][C:9]2[NH:10][C:11]3[C:16]([C:17]=2[C:18]=1[CH3:19])=[CH:15][C:14]([Cl:21])=[CH:13][CH:12]=3)=[O:5])[CH3:2]. Reported procedure: 1 g of 4-methyl-β-carbolin-3-carboxylic acid ethyl ester is dissolved in 120 ml of chloroform saturated at 0° C. with chlorine gas and stirred for 3 hours while cooling with ice. The excess chlorine and part of the chloroform are then distilled with suction in vacuo, the crystalline precipitate is filtered off, suspended in 50 ml of ethyl acetate, and aqueous ammonia (5%, 10 ml) is added thereto. After 10 minutes, the crystalline product had dissolved. After separating off the aqueous phase and ... The reactants are ClCCCC(C)=O (5-chloro-2-pentanone), Cl.CNC (dimethylamine hydrochloride), C([O-])([O-])=O.[K+].[K+] (potassium carbonate). Run in C(C)#N (acetonitrile). Run at time 2 day. Product: CN(CCCC(C)=O)C (N,N-dimethyl-5-amino-2-pentanone). RXN SMILES: Cl[CH2:2][CH2:3][CH2:4][C:5](=[O:7])[CH3:6].Cl.[CH3:9][NH:10][CH3:11].C(=O)([O-])[O-].[K+].[K+]>C(#N)C>[CH3:9][N:10]([CH3:11])[CH2:2][CH2:3][CH2:4][C:5](=[O:7])[CH3:6] |f:1.2,3.4.5|. Procedure details: A mixture of 21.77 gm (180.5 mMol) 5-chloro-2-pentanone, 13.40 gm (164.3 mMol) dimethylamine hydrochloride and 50.0 gm (361.8 mMol) potassium carbonate in 150 mL acetonitrile was stirred at room temperature for 2 days and then at reflux for 2 hours. The reaction mixture was then cooled to room temperature and partitioned between water and dichloromethane. The phases were separated and the aqueous phase again extracted with dichloromethane. All organic phases were combined, dried over sodium sulf... Reactants: Fc1ccc(CBr)cc1F, O=C([O-])[O-], CNC1CCN(C(=O)c2ccc(Oc3ccc(NC(=O)c4ccc(Cl)c(Cl)c4)cn3)cc2)CC1, Cl, Cl, [K+], [K+], CN(C)C=O. Product: O=C(Nc1ccc(Oc2ccc(C(=O)N3CCC(NCCc4ccc(F)c(F)c4)CC3)cc2)nc1)c1ccc(Cl)c(Cl)c1. Reaction SMILES: [Br:37][CH2:38][c:39]1[cH:40][c:41]([F:46])[c:42]([F:45])[cH:43][cH:44]1.[C:47](=[O:48])([O-:49])[O-:50].[Cl:3][c:4]1[cH:5][c:6]([C:7](=[O:8])[NH:9][c:10]2[cH:11][n:12][c:13]([O:16][c:17]3[cH:18][cH:19][c:20]([C:23](=[O:24])[N:25]4[CH2:26][CH2:27][CH:28]([NH:31][CH3:32])[CH2:29][CH2:30]4)[cH:21][cH:22]3)[cH:14][cH:15]2)[cH:33][cH:34][c:35]1[Cl:36].[ClH:1].[ClH:2].[K+:51].[K+:52].[O:53]=[CH:54][N:55]([CH3:56])[CH3:57]>>[Cl:3][c:4]1[cH:5][c:6]([C:7](=[O:8])[NH:9][c:10]2[cH:11][n:12][c:13]([O:16][c:17]3[cH:18][cH:19][c:20]([C:23](=[O:24])[N:25]4[CH2:26][CH2:27][CH:28]([NH:31][CH2:32][CH2:38][c:39]5[cH:40][c:41]([F:46])[c:42]([F:45])[cH:43][cH:44]5)[CH2:29][CH2:30]4)[cH:21][cH:22]3)[cH:14][cH:15]2)[cH:33][cH:34][c:35]1[Cl:36]. Starting materials: [BH4-], CCO, [Na+], O, O=C(O)CC(O)(CC(=O)O)C(=O)O, CC12CCC3c4ccc(OS(N)(=O)=O)cc4CCC3C1CCC2=O. Yields the product CC12CCC3c4ccc(OS(N)(=O)=O)cc4CCC3C1CCC2O. RXN SMILES: [BH4-:25].[CH3:40][CH2:41][OH:42].[Na+:26].[OH2:43].[OH:27][C:28]([CH2:29][C:30]([C:31](=[O:32])[OH:33])([CH2:34][C:35](=[O:36])[OH:37])[OH:38])=[O:39].[S:1]([NH2:2])([O:3][c:4]1[cH:5][c:6]2[c:19]([cH:20][cH:21]1)[CH:18]1[CH:9]([CH2:8][CH2:7]2)[CH:10]2[CH2:11][CH2:12][C:13](=[O:22])[C:14]2([CH3:15])[CH2:16][CH2:17]1)(=[O:23])=[O:24]>>[S:1]([NH2:2])([O:3][c:4]1[cH:5][c:6]2[c:19]([cH:20][cH:21]1)[CH:18]1[CH:9]([CH2:8][CH2:7]2)[CH:10]2[CH2:11][CH2:12][CH:13]([OH:22])[C:14]2([CH3:15])[CH2:16][CH2:17]1)(=[O:23])=[O:24]. Reactants: C(C)(C)I (isopropyl iodide), [H-].[Na+] (NaH), CC1(CC(NC2=CC=CC=C12)=O)C (4,4-dimethyl-2-oxoquinoline), CC1(CC(NC2=CC=CC=C12)=O)C (4,4-dimethyl-2-oxoquinoline). Run in CN(C)C=O (DMF), CN(C)C=O (DMF). Run at time 30 minute. Yields the product C(C)(C)N1C(CC(C2=CC=CC=C12)(C)C)=O (N-Isopropyl 4,4-dimethyl-2-oxoquinoline). Isolated yield 72.0%. RXN SMILES: [H-].[Na+].[CH3:3][C:4]1([CH3:15])[C:13]2[C:8](=[CH:9][CH:10]=[CH:11][CH:12]=2)[NH:7][C:6](=[O:14])[CH2:5]1.[CH:16](I)([CH3:18])[CH3:17]>CN(C=O)C>[CH:16]([N:7]1[C:8]2[C:13](=[CH:12][CH:11]=[CH:10][CH:9]=2)[C:4]([CH3:15])([CH3:3])[CH2:5][C:6]1=[O:14])([CH3:18])[CH3:17] |f:0.1|. Procedure details: To a suspension of NaH (0.121 g, 3.0 mmol) in dry DMF (2 mL) was added a solution of 4,4,-dimethyl-2-oxoquinoline (Compound 38, 0.529 g, 3.0 mmol) in dry DMF (10 mL). The mixture was stirred at room temperature for 30 min followed by addition of isopropyl iodide. The reaction mixture was left at room temperature for 72 h. Then ice-cubes were added to the reaction and the mixture was extracted with ethyl acetate (2×5 mL). The combined organic layers were washed with saturated solution of NaCl, dr... Starting materials: C([O-])([O-])=O.[K+].[K+] (Potassium carbonate), C1(CC1)CN1C[C@H](NC[C@@H](C1=O)NC(=O)N1CCC(CC1)N1C(NC(=C1)C1=CC=CC=C1)=O)C1=CC=CC=C1 (N-[(3R,6S)-1-(cyclopropylmethyl)-7-oxo-3-phenyl-1,4-diazepan-6-yl]-4-(2-oxo-4-phenyl-2,3-dihydro-1H-imidazol-1-yl)piperidine-1-carboxamide), IC (iodomethane). Run in CC(=O)C (acetone). Conditions: time 18 hour. The product is C1(CC1)CN1C[C@@H](N(C[C@H](C1=O)NC(=O)N1CCC(CC1)N1C(NC(=C1)C1=CC=CC=C1)=O)C)C1=CC=CC=C1 (N-[(2S,6R)-4-(Cyclopropylmethyl)-1-methyl-5-oxo-2-phenyl-1,4-diazepan-6-yl]-4-(2-oxo-4-phenyl-2,3-dihydro-1H-imidazol-1-yl)piperidine-1-carboxamide). Isolated yield 35.1%. Reaction SMILES: [C:1](=O)([O-])[O-].[K+].[K+].[CH:7]1([CH2:10][N:11]2[C:17](=[O:18])[C@@H:16]([NH:19][C:20]([N:22]3[CH2:27][CH2:26][CH:25]([N:28]4[CH:32]=[C:31]([C:33]5[CH:38]=[CH:37][CH:36]=[CH:35][CH:34]=5)[NH:30][C:29]4=[O:39])[CH2:24][CH2:23]3)=[O:21])[CH2:15][NH:14][C@H:13]([C:40]3[CH:45]=[CH:44][CH:43]=[CH:42][CH:41]=3)[CH2:12]2)[CH2:9][CH2:8]1.IC>CC(C)=O>[CH:7]1([CH2:10][N:11]2[C:17](=[O:18])[C@H:16]([NH:19][C:20]([N:22]3[CH2:27][CH2:26][CH:25]([N:28]4[CH:32]=[C:31]([C:33]5[CH:34]=[CH:35][CH:36]=[CH:37][CH:38]=5)[NH:30][C:29]4=[O:39])[CH2:24][CH2:23]3)=[O:21])[CH2:15][N:14]([CH3:1])[C@@H:13]([C:40]3[CH:45]=[CH:44][CH:43]=[CH:42][CH:41]=3)[CH2:12]2)[CH2:9][CH2:8]1 |f:0.1.2|. Procedure details: Potassium carbonate (5.8 mg, 0.040 mmol) was added to a solution of N-[(3R,6S)-1-(cyclopropylmethyl)-7-oxo-3-phenyl-1,4-diazepan-6-yl]-4-(2-oxo-4-phenyl-2,3-dihydro-1H-imidazol-1-yl)piperidine-1-carboxamide (11.0 mg, 0.021 mmol) and iodomethane (3 □L, 0.040 mmol) in acetone (0.5 mL). After 18 h, the mixture was concentrated. Purification by silica gel chromatography (1% methanol/dichloromethane→5% methanol/dichloromethane) gave the title compound (4 mg). MS 543.3 (M+1). The reactants are Cc1ccccc1, O=C=NS(=O)(=O)Cl, C1CCOC1, O, O=C1Cc2ccc(-c3ccccc3)cc2N1. Yields the product NC(=O)N1C(=O)Cc2ccc(-c3ccccc3)cc21. Reaction SMILES: [CH3:17][c:18]1[cH:19][cH:20][cH:21][cH:22][cH:23]1.[Cl:29][S:30](=[O:31])(=[O:32])[N:33]=[C:34]=[O:35].[O:24]1[CH2:25][CH2:26][CH2:27][CH2:28]1.[OH2:36].[c:1]1(-[c:7]2[cH:8][cH:9][c:10]3[c:14]([cH:15]2)[NH:13][C:12](=[O:16])[CH2:11]3)[cH:2][cH:3][cH:4][cH:5][cH:6]1>>[c:1]1(-[c:7]2[cH:8][cH:9][c:10]3[c:14]([cH:15]2)[N:13]([C:34]([NH2:33])=[O:35])[C:12](=[O:16])[CH2:11]3)[cH:2][cH:3][cH:4][cH:5][cH:6]1.